From a dataset of the Open Reaction Database (ORD), a public repository of structured organic reaction records. describe an organic reaction: reactants, conditions, products, and yield The reactants are C(=O)(OCC)C1CCCC2=C1NC(S2)=O (4-carbethoxy-2,3,4,5,6,7-hexahydrobenzothiazoline-2-one), [OH-].[Na+] (sodium hydroxide), Cl (hydrochloric acid). Solvent: O (water). Conditions: temperature 20 celsius, time 1 hour. The product is C(=O)(O)C1CCCC2=C1NC(S2)=O (4-carboxy-2,3,4,5,6,7-hexahydrobenzothiazole-2-one). The yield is 8.4%. Reaction SMILES: [C:1]([CH:6]1[C:11]2[NH:12][C:13](=[O:15])[S:14][C:10]=2[CH2:9][CH2:8][CH2:7]1)([O:3]CC)=[O:2].[OH-].[Na+].Cl>O>[C:1]([CH:6]1[C:11]2[NH:12][C:13](=[O:15])[S:14][C:10]=2[CH2:9][CH2:8][CH2:7]1)([OH:3])=[O:2] |f:1.2|. Reported procedure: A mixture of 6.8 g of 4-carbethoxy-2,3,4,5,6,7-hexahydrobenzothiazoline-2-one and 6 ml of 10 N sodium hydroxide in 100 ml of water was refluxed for 3 hours and then cooled to 20° C. 6 ml of 10 N hydrochloric acid were added thereto and the mixture was vacuum filtered. The precipitate was washed with acetone and 1 g of the raw product was taken up in a solution of 0.42 g of sodium bicarbonate in 40 ml of water. The mixture was stirred for 1 hour, was washed with ethyl acetate and was acidified wi... The reactants are CN1CCNCC1, CO, COC(=O)c1cc([N+](=O)[O-])ccc1F. The product is COC(=O)c1cc([N+](=O)[O-])ccc1N1CCN(C)CC1. As a reaction SMILES: [CH3:15][N:16]1[CH2:17][CH2:18][NH:19][CH2:20][CH2:21]1.[CH3:22][OH:23].[F:1][c:2]1[c:3]([C:4](=[O:5])[O:6][CH3:7])[cH:8][c:9]([N+:12](=[O:13])[O-:14])[cH:10][cH:11]1>>[c:2]1([N:19]2[CH2:18][CH2:17][N:16]([CH3:15])[CH2:21][CH2:20]2)[c:3]([C:4](=[O:5])[O:6][CH3:7])[cH:8][c:9]([N+:12](=[O:13])[O-:14])[cH:10][cH:11]1.